This data is from the Open Reaction Database (ORD), a public repository of structured organic reaction records. The task is: describe an organic reaction: reactants, conditions, products, and yield Starting materials: ClC1=NC=NC2=CC(=C(C=C12)OC)OCCCN1CCOCC1 (4-chloro-6-methoxy-7-(3-morpholinopropoxy)quinazoline), CN1C(=CC2=CC(=CC=C12)O)C (1,2-dimethyl-5-hydroxyindole). Product: CN1C(=CC2=CC(=CC=C12)OC1=NC=NC2=CC(=C(C=C12)OC)OCCCN1CCOCC1)C (4-(1,2-dimethylindol-5-yloxy)-6-methoxy-7-(3-morpholinopropoxy)quinazoline). The yield is 73.4%. RXN SMILES: Cl[C:2]1[C:11]2[C:6](=[CH:7][C:8]([O:14][CH2:15][CH2:16][CH2:17][N:18]3[CH2:23][CH2:22][O:21][CH2:20][CH2:19]3)=[C:9]([O:12][CH3:13])[CH:10]=2)[N:5]=[CH:4][N:3]=1.[CH3:24][N:25]1[C:33]2[C:28](=[CH:29][C:30]([OH:34])=[CH:31][CH:32]=2)[CH:27]=[C:26]1[CH3:35]>>[CH3:24][N:25]1[C:33]2[C:28](=[CH:29][C:30]([O:34][C:2]3[C:11]4[C:6](=[CH:7][C:8]([O:14][CH2:15][CH2:16][CH2:17][N:18]5[CH2:23][CH2:22][O:21][CH2:20][CH2:19]5)=[C:9]([O:12][CH3:13])[CH:10]=4)[N:5]=[CH:4][N:3]=3)=[CH:31][CH:32]=2)[CH:27]=[C:26]1[CH3:35]. Procedure details: Using an analogous procedure to that described in Example 120 OR 121 PER PP, 4-chloro-6-methoxy-7-(3-morpholinopropoxy)quinazoline (160 mg, 0.48 mmol), (prepared as described for the starting material in Example 1), was reacted with 1,2-dimethyl-5-hydroxyindole (92 mg, 0.57 mol), (Tetrahedron 1994, 50, 13433), to give 4-(1,2-dimethylindol-5-yloxy)-6-methoxy-7-(3-morpholinopropoxy)quinazoline (163 mg, 74%). Product: CCNC(=O)c1ccc(-c2cnc3[nH]ccc3c2)cn1. The reactants are O=C([O-])[O-], CCNC(=O)c1ccc(Br)cn1, CC1(C)OB(c2cnc3[nH]ccc3c2)OC1(C)C, [K+], [K+], O, c1ccc(P(c2ccccc2)(c2ccccc2)[Pd](P(c2ccccc2)(c2ccccc2)c2ccccc2)(P(c2ccccc2)(c2ccccc2)c2ccccc2)P(c2ccccc2)(c2ccccc2)c2ccccc2)cc1. Reaction SMILES: [C:32](=[O:33])([O-:34])[O-:35].[CH2:19]([CH3:20])[NH:21][C:22](=[O:23])[c:24]1[n:25][cH:26][c:27]([Br:30])[cH:28][cH:29]1.[CH3:1][C:2]1([CH3:3])[C:4]([CH3:5])([CH3:6])[O:7][B:8]([c:9]2[cH:10][c:11]3[c:12]([n:13][cH:14]2)[nH:15][cH:16][cH:17]3)[O:18]1.[K+:36].[K+:37].[OH2:31].[cH:38]1[cH:39][cH:40][c:41]([P:42]([Pd:43]([P:44]([c:45]2[cH:46][cH:47][cH:48][cH:49][cH:50]2)([c:51]2[cH:52][cH:53][cH:54][cH:55][cH:56]2)[c:57]2[cH:58][cH:59][cH:60][cH:61][cH:62]2)([P:63]([c:64]2[cH:65][cH:66][cH:67][cH:68][cH:69]2)([c:70]2[cH:71][cH:72][cH:73][cH:74][cH:75]2)[c:76]2[cH:77][cH:78][cH:79][cH:80][cH:81]2)[P:82]([c:83]2[cH:84][cH:85][cH:86][cH:87][cH:88]2)([c:89]2[cH:90][cH:91][cH:92][cH:93][cH:94]2)[c:95]2[cH:96][cH:97][cH:98][cH:99][cH:100]2)([c:101]2[cH:102][cH:103][cH:104][cH:105][cH:106]2)[c:107]2[cH:108][cH:109][cH:110][cH:111][cH:112]2)[cH:113][cH:114]1>>[c:9]1(-[c:27]2[cH:26][n:25][c:24]([C:22]([NH:21][CH2:19][CH3:20])=[O:23])[cH:29][cH:28]2)[cH:10][c:11]2[c:12]([n:13][cH:14]1)[nH:15][cH:16][cH:17]2. The reactants are solution, [OH-].[Na+] (sodium hydroxide), COC=1C=C2C(=CC=NC2=CC1OC)OC1=CC=C(C=C1)NC(COC1=CC=C(C=C1)C)=O (N1-{4-[(6,7-Dimethoxy-4-quinolyl)oxy]phenyl}-2-(4-methylphenoxy)acetamide), Cl (hydrochloric acid). Solvent: O1CCCC1 (tetrahydrofuran), O1CCCC1 (tetrahydrofuran). Run at temperature 0 celsius. Product: COC=1C=C2C(=CC=NC2=CC1OC)OC1=CC=C(C=C1)NCCOC1=CC=C(C=C1)C (N-{4-[(6,7-Dimethoxy-4-quinolyl)oxy]phenyl}-N-[2-(4-methylphenoxy)ethyl]amine). The yield is 80.0%. As a reaction SMILES: [CH3:1][O:2][C:3]1[CH:4]=[C:5]2[C:10](=[CH:11][C:12]=1[O:13][CH3:14])[N:9]=[CH:8][CH:7]=[C:6]2[O:15][C:16]1[CH:21]=[CH:20][C:19]([NH:22][C:23](=O)[CH2:24][O:25][C:26]2[CH:31]=[CH:30][C:29]([CH3:32])=[CH:28][CH:27]=2)=[CH:18][CH:17]=1.Cl.[OH-].[Na+]>O1CCCC1>[CH3:1][O:2][C:3]1[CH:4]=[C:5]2[C:10](=[CH:11][C:12]=1[O:13][CH3:14])[N:9]=[CH:8][CH:7]=[C:6]2[O:15][C:16]1[CH:17]=[CH:18][C:19]([NH:22][CH2:23][CH2:24][O:25][C:26]2[CH:27]=[CH:28][C:29]([CH3:32])=[CH:30][CH:31]=2)=[CH:20][CH:21]=1 |f:2.3|. Reported procedure: N1-{4-[(6,7-Dimethoxy-4-quinolyl)oxy]phenyl}-2-(4-methylphenoxy)acetamide (200 mg) was dissolved in tetrahydrofuran (10 ml) to prepare a solution. A 1 M solution (1.3 ml) of a borane-tetrahydrofuran complex in tetrahydrofuran was then added to the solution, and the mixture was stirred with heating under reflux for 2 hr. The reaction solution was cooled to 0° C. and was adjusted to pH=1 by the addition of 1 N hydrochloric acid, followed by stirring with heating under reflux for 30 min. The reacti...